From a dataset of the Open Reaction Database (ORD), a public repository of structured organic reaction records. describe an organic reaction: reactants, conditions, products, and yield Starting materials: [Br-].C(C1=CC=CC=C1)[N+]12CCCC(CCC1)(C2)C(=O)OCC (ethyl 1-benzyl-1-azoniabicyclo[3.3.1]-non-5-ylcarboxylate bromide), Cl (hydrochloric acid), [H][H] (hydrogen). Reagents/catalysts: [Pd] (Pd/C). The solvent is C(C)O (ethanol). Product: Cl.N12CCCC(CCC1)(C2)C(=O)O (1-Azabicyclo[3.3.1]non-5-ylcarboxylic acid hydrochloride salt). Reaction SMILES: [Br-].C([N+:9]12[CH2:17][C:13]([C:18]([O:20]CC)=[O:19])([CH2:14][CH2:15][CH2:16]1)[CH2:12][CH2:11][CH2:10]2)C1C=CC=CC=1.[H][H].[ClH:25]>C(O)C.[Pd]>[ClH:25].[N:9]12[CH2:17][C:13]([C:18]([OH:20])=[O:19])([CH2:14][CH2:15][CH2:16]1)[CH2:12][CH2:11][CH2:10]2 |f:0.1,6.7|. Procedure details: A solution of ethyl 1-benzyl-1-azoniabicyclo[3.3.1]-non-5-ylcarboxylate bromide (D2, 7.90 g, 0.021 mole) in ethanol (150 ml) was hydrogenated over 10% Pd/C (700mg) at atmospheric pressure and 40° C. until the uptake of hydrogen ceased. The reaction mixture was filtered through a pad of kieselguhr and the filtrate concentrated in vacuo to leave a yellow solid, which was treated with 8M hydrochloric acid (130 ml) and heated under reflux until TLC indicated that hydrolysis was complete. The solutio... Starting materials: Cc1nccn1CC1CCc2[nH]c3ccccc3c2C1=O, COS(=O)(=O)OC, CN(C)C=O, [H-], [Na+]. Yields the product Cc1nccn1CC1CCc2c(c3ccccc3n2C)C1=O. Reaction SMILES: [CH3:1][c:2]1[n:3]([CH2:7][CH:8]2[CH2:9][CH2:10][c:11]3[nH:12][c:13]4[cH:14][cH:15][cH:16][cH:17][c:18]4[c:19]3[C:20]2=[O:21])[cH:4][cH:5][n:6]1.[CH3:24][O:25][S:26]([O:27][CH3:28])(=[O:29])=[O:30].[CH3:31][N:32]([CH3:33])[CH:34]=[O:35].[H-:22].[Na+:23]>>[CH3:1][c:2]1[n:3]([CH2:7][CH:8]2[CH2:9][CH2:10][c:11]3[n:12]([CH3:24])[c:13]4[cH:14][cH:15][cH:16][cH:17][c:18]4[c:19]3[C:20]2=[O:21])[cH:4][cH:5][n:6]1. Starting materials: ClC=1C=CC=C2C(=CN(C12)C)CN(C(\C=C\C=1C=NC(=CC1)NCC(=O)OC)=O)C ((E)-N-(7-chloro-1-methyl-1H-indol-3-ylmethyl)-3-[6-[N-(methoxycarbonylmethyl)amino]pyridin-3-yl]-N-methylacrylamide), COC(=O)CNC1=CC=C(C=N1)/C=C/C(=O)N(CC1=C(NC2=CC=CC=C12)C)C ((E)-3-[6-[N-(methoxycarbonylmethyl)amino]pyridin-3-yl]-N-methyl-N-(2-methyl-1H-indol-3-ylmethyl)acrylamide). The product is C(=O)(O)CNC1=CC=C(C=N1)/C=C/C(=O)N(C)CC1=CN(C2=C(C=CC=C12)Cl)C ((E)-3-[6-[N-(carboxymethyl)amino]pyridin-3-yl]-N-(7-chloro-1-methyl-1H-indol-3-ylmethyl)-N-methylacrylamide). Yield: 100.4%. Reaction SMILES: [Cl:1][C:2]1[CH:3]=[CH:4][CH:5]=[C:6]2[C:10]=1[N:9]([CH3:11])[CH:8]=[C:7]2[CH2:12][N:13]([CH3:30])[C:14](=[O:29])/[CH:15]=[CH:16]/[C:17]1[CH:18]=[N:19][C:20]([NH:23][CH2:24][C:25]([O:27]C)=[O:26])=[CH:21][CH:22]=1.COC(CNC1N=CC(/C=C/C(N(C)CC2C3C(=CC=CC=3)NC=2C)=O)=CC=1)=O>>[C:25]([CH2:24][NH:23][C:20]1[N:19]=[CH:18][C:17](/[CH:16]=[CH:15]/[C:14]([N:13]([CH2:12][C:7]2[C:6]3[C:10](=[C:2]([Cl:1])[CH:3]=[CH:4][CH:5]=3)[N:9]([CH3:11])[CH:8]=2)[CH3:30])=[O:29])=[CH:22][CH:21]=1)([OH:27])=[O:26]. Procedure: According to the procedure of Example 20, except substituting (E)-N-(7-chloro-1-methyl-1H-indol-3-ylmethyl)-3-[6-[N-(methoxycarbonylmethyl)amino]pyridin-3-yl]-N-methylacrylamide (0.75 g, 1.8 mmole) for the (E)-3-[6-[N-(methoxycarbonylmethyl)amino]pyridin-3-yl]-N-methyl-N-(2-methyl-1H-indol-3-ylmethyl)acrylamide, the title compound (0.746 g, 100%) was prepared as a white solid: MS (ES) m/e 413.2 (M+H)+. The reactants are C1(=C(C=CC=C1)CC(=O)O)CC(=O)O (1,2-phenylenediacetic acid), [N+](=O)(O)[O-] (nitric acid). Run in S(O)(O)(=O)=O (sulfuric acid), S(O)(O)(=O)=O (sulfuric acid). Conditions: temperature -10 celsius, time 4 hour. The product is [N+](=O)([O-])C=1C=C(C(=CC1)CC(=O)O)CC(=O)O (4-nitro-1,2-benzenediacetic acid). Isolated yield 65.0%. RXN SMILES: [C:1]1([CH2:11][C:12]([OH:14])=[O:13])[CH:6]=[CH:5][CH:4]=[CH:3][C:2]=1[CH2:7][C:8]([OH:10])=[O:9].[N+:15]([O-])([OH:17])=[O:16]>S(=O)(=O)(O)O>[N+:15]([C:5]1[CH:6]=[C:1]([CH2:11][C:12]([OH:14])=[O:13])[C:2]([CH2:7][C:8]([OH:10])=[O:9])=[CH:3][CH:4]=1)([O-:17])=[O:16]. Procedure details: To a stirred solution of 1,2-phenylenediacetic acid (10.2 g, 52.5 mmol) in conc. sulfuric acid (33 mL), cooled to −10° C., is added over 10 min a mixture of nitric acid (3.9 mL) and sulfuric acid (1.3 mL). After stirring at −10° C. for 4 h, the reaction mixture is poured onto ice (250 cc). The resulting mixture is extracted with ethyl acetate (3×300 mL). The combined organic phases are washed with H2O (100 mL), dried (MgSO4), filtered and concentrated to afford a white solid. The solid is recrys... The reactants are CCCCCC1OC(=O)C1CCCC, C1CCOC1, C[Si](C)(C)[N-][Si](C)(C)C, CI, [Li+]. Yields the product CCCCCC1OC(=O)C1(C)CCCC. Reaction SMILES: [CH2:1]([CH2:2][CH2:3][CH3:4])[CH:5]1[C:6](=[O:14])[O:7][CH:8]1[CH2:9][CH2:10][CH2:11][CH2:12][CH3:13].[CH2:27]1[O:28][CH2:29][CH2:30][CH2:31]1.[CH3:16][Si:17]([N-:18][Si:19]([CH3:20])([CH3:21])[CH3:22])([CH3:23])[CH3:24].[I:25][CH3:26].[Li+:15]>>[CH2:1]([CH2:2][CH2:3][CH3:4])[C:5]1([CH3:16])[C:6](=[O:14])[O:7][CH:8]1[CH2:9][CH2:10][CH2:11][CH2:12][CH3:13]. Reactants: C1[C@@H]([C@H]([C@@H]([C@H](N1)CO)O)O)O (1-deoxynojirimycin), ClC(=O)OCC1=CC=CC=C1 (benzyl chloroformate), C([O-])(O)=O.[Na+] (sodium bicarbonate). Reaction conditions: time 18 hour. The product is C([C@H](O)[C@@H](O)[C@H](O)[C@H](O)CO)O (glucitol), 98. Yield: 54.0%. As a reaction SMILES: C1N[C@H:5]([CH2:7][OH:8])[C@@H:4]([OH:9])[C@H:3]([OH:10])[C@H:2]1[OH:11].ClC(OCC1C=CC=CC=1)=[O:14].[C:23](=[O:26])(O)[O-].[Na+]>>[CH2:23]([OH:26])[C@@H:7]([C@H:5]([C@@H:4]([C@@H:3]([CH2:2][OH:11])[OH:10])[OH:9])[OH:14])[OH:8] |f:2.3|. Procedure: To a stirred solution of 1-deoxynojirimycin (100 g, 0.61 mol) in saturated aqueous sodium bicarbonate (1000 ml), benzyl chloroformate (95%, 121 g, 0.67 mol) was added dropwise at room temperature. After stirring at room temperature for 18 hr, the solution was extracted once with methylene chloride (300 ml) to remove any unreacted benzyl chloroformate. The aqueous layer was then extracted several times with ethyl acetate to give a total of 2.5-3 liters of the extract. The organic layer was then d... The reactants are CCOC(=O)c1cn(CC)c2c(F)c(-c3cccnc3)c(F)cc2c1=O, Cl. Product: CCn1cc(C(=O)O)c(=O)c2cc(F)c(-c3cccnc3)c(F)c21, Cl. Reaction SMILES: [CH2:1]([CH3:2])[n:3]1[cH:4][c:5]([C:22](=[O:23])[O:24][CH2:25][CH3:26])[c:6](=[O:21])[c:7]2[cH:8][c:9]([F:20])[c:10](-[c:14]3[cH:15][n:16][cH:17][cH:18][cH:19]3)[c:11]([F:13])[c:12]12.[ClH:27]>>[CH2:1]([CH3:2])[n:3]1[cH:4][c:5]([C:22](=[O:23])[OH:24])[c:6](=[O:21])[c:7]2[cH:8][c:9]([F:20])[c:10](-[c:14]3[cH:15][n:16][cH:17][cH:18][cH:19]3)[c:11]([F:13])[c:12]12.[ClH:27]. The reactants are ice water, S([O-])(O)=O.[Na+] (sodium bisulfite), FC1=C(C(=CC=C1)F)C=1C=C2C=CNC2=CC1 (5-(2,6-difluorophenyl)-1H-indole), II (I2), [OH-].[K+] (KOH). Solvent: CN(C)C=O (DMF). Run at time 1 hour. The product is FC1=C(C(=CC=C1)F)C=1C=C2C(=CNC2=CC1)I (5-(2,6-difluorophenyl)-3-iodo-1H-indole). Reaction SMILES: [F:1][C:2]1[CH:7]=[CH:6][CH:5]=[C:4]([F:8])[C:3]=1[C:9]1[CH:10]=[C:11]2[C:15](=[CH:16][CH:17]=1)[NH:14][CH:13]=[CH:12]2.[I:18]I.[OH-].[K+].S(=O)(O)[O-].[Na+]>CN(C=O)C>[F:8][C:4]1[CH:5]=[CH:6][CH:7]=[C:2]([F:1])[C:3]=1[C:9]1[CH:10]=[C:11]2[C:15](=[CH:16][CH:17]=1)[NH:14][CH:13]=[C:12]2[I:18] |f:2.3,4.5|. Procedure: To a solution of 5-(2,6-difluorophenyl)-1H-indole (1.06 g, 4.62 mmol) in DMF (10 mL) was added I2 (0.262 mL, 5.09 mmol) followed by KOH (0.317 mL, 11.56 mmol). The reaction was stirred at RT for 1 h, and then poured into ice/water mixture with sodium bisulfite. The mixture was extracted with DCM and the combined organic layers were washed with water, brine, dried over Na2SO4, filtered and concentrated to give the crude product. MS (ESI, pos. ion) m/z: 355.0 (M+1).